describe an organic reaction: reactants, conditions, products, and yield From a dataset of the Open Reaction Database (ORD), a public repository of structured organic reaction records. Reactants: cuprous cyanide, BrC1=C(OC(C#N)CC)C=C(C=C1)OC1=C(C=C(C=C1)C(F)(F)F)Cl (α-[2-bromo-5-(2-chloro-4-trifluoromethyl phenoxy)phenoxy]butyronitrile), CN(C=O)C (dimethylformamide), ferric chloride. Conditions: time 2 hour. Product: C(#N)C1=C(OC(C#N)CC)C=C(C=C1)OC1=C(C=C(C=C1)C(F)(F)F)Cl (α-[2-cyano-5-(2-chloro-4-trifluoromethyl phenoxy)phenoxy]butyronitrile). RXN SMILES: Br[C:2]1[CH:13]=[CH:12][C:11]([O:14][C:15]2[CH:20]=[CH:19][C:18]([C:21]([F:24])([F:23])[F:22])=[CH:17][C:16]=2[Cl:25])=[CH:10][C:3]=1[O:4][CH:5]([CH2:8][CH3:9])[C:6]#[N:7].[CH3:26][N:27](C)C=O>>[C:26]([C:2]1[CH:13]=[CH:12][C:11]([O:14][C:15]2[CH:20]=[CH:19][C:18]([C:21]([F:24])([F:23])[F:22])=[CH:17][C:16]=2[Cl:25])=[CH:10][C:3]=1[O:4][CH:5]([CH2:8][CH3:9])[C:6]#[N:7])#[N:27]. Reported procedure: A 10 g of α-[2-bromo-5-(2-chloro-4-trifluoromethyl phenoxy)phenoxy]butyronitrile was dissolved in 20 ml of dimethylformamide. A 2.5 g of cuprous cyanide was added to the solution and the reaction was conducted at 145° to 150° C. for 2 hours with stirring the mixture. The reaction mixture was cooled and was poured into suitable amount of aqueous solution of ferric chloride. The product was extracted with chloroform and the extract was washed with water and was dried. The chloroform was distilled ... Reactants: C=1C=CC(=CC1)C2CN3CCSC3=N2 (tetramisole), O (water), L-N-[(4-methoxyphenyl)sulfonyl]glutamic acid. The solvent is CC(C)=O (2-propanone). Run at temperature 15 celsius. Yields the product C=1C=CC(=CC1)[C@H]2CN3CCSC3=N2 (levamisole). Yield: 116.9%. As a reaction SMILES: [CH:1]1[CH:2]=[CH:3][C:4]([CH:7]2[N:14]=[C:13]3[N:9]([CH2:10][CH2:11][S:12]3)[CH2:8]2)=[CH:5][CH:6]=1.O>CC(=O)C>[CH:1]1[CH:6]=[CH:5][C:4]([C@@H:7]2[N:14]=[C:13]3[N:9]([CH2:10][CH2:11][S:12]3)[CH2:8]2)=[CH:3][CH:2]=1. Procedure details: To a refluxing solution of 20.43 g of tetramisole (0.1 mol) in 190 ml of 2-propanone and 10 ml. of water was added 15.9 g of L-N-[(4-methoxyphenyl)sulfonyl]glutamic acid (0.05 mol). The mixture was refluxed for another 5 minutes and cooled to 15° C. After 12 hours the precipitate was filtered off, washed with 2-propanone and dried under vacuo at 70° C., yielding 23.88 g of levamisole.L-N-[(4-methoxyphenyl)sulfonyl]glutamic acid (salt) (yield=91.6%) αD20 =-63.5° (c5, 1N HCl); mp. 127.6°-129.3° C. Starting materials: O=C1CCC(=O)N1Br, CC(=O)c1cc(CCl)ccc1O, CN(C)C=O. The product is CC(=O)c1cc(CCl)cc(Br)c1O. As a reaction SMILES: [Br:1][N:2]1[C:3](=[O:4])[CH2:5][CH2:6][C:7]1=[O:8].[Cl:9][CH2:10][c:11]1[cH:12][cH:13][c:14]([OH:20])[c:15]([C:17]([CH3:18])=[O:19])[cH:16]1.[O:21]=[CH:22][N:23]([CH3:24])[CH3:25]>>[Br:1][c:13]1[cH:12][c:11]([CH2:10][Cl:9])[cH:16][c:15]([C:17]([CH3:18])=[O:19])[c:14]1[OH:20]. Starting materials: [N+](=O)([O-])C1=CC2=C(NC(O2)=O)C=C1 (6-Nitrobenzoxazolinone), nitro, NC(=O)N (urea), C=1C=CC2=C(C1)NC(=O)O2 (benzoxazolinone). Product: OC1=C(C=CC(=C1)[N+](=O)[O-])NC(=O)N(C)C (N-(2-Hydroxy-4-nitrophenyl)-N',N'-dimethylurea). As a reaction SMILES: [N+:1]([C:4]1[CH:13]=[CH:12][C:7]2[NH:8][C:9](=[O:11])[O:10][C:6]=2[CH:5]=1)([O-:3])=[O:2].NC(N)=O.C1C=CC2O[C:25](=O)[NH:24][C:22]=2C=1>>[OH:10][C:6]1[CH:5]=[C:4]([N+:1]([O-:3])=[O:2])[CH:13]=[CH:12][C:7]=1[NH:8][C:9]([N:24]([CH3:25])[CH3:22])=[O:11]. Reported procedure: 6-Nitrobenzoxazolinone was converted into the urea as described above for benzoxazolinone, using 267 g of the nitro analogue.